Dataset: the Open Reaction Database (ORD), a public repository of structured organic reaction records. Task: describe an organic reaction: reactants, conditions, products, and yield The reactants are BrCC1=CC=C(C(=O)NC2=CC(=C(C=C2)Cl)C2=NC=CC=C2)C=C1 (4-(bromomethyl)-N-(4-chloro-3-(pyridin-2-yl)phenyl)benzamide), N1CCOCC1 (morpholine). The solvent is CS(=O)C (DMSO). The product is ClC1=C(C=C(C=C1)NC(C1=CC=C(C=C1)CN1CCOCC1)=O)C1=NC=CC=C1 (N-(4-chloro-3-(pyridin-2-yl)phenyl)-4-(morpholinomethyl)benzamide). RXN SMILES: Br[CH2:2][C:3]1[CH:24]=[CH:23][C:6]([C:7]([NH:9][C:10]2[CH:15]=[CH:14][C:13]([Cl:16])=[C:12]([C:17]3[CH:22]=[CH:21][CH:20]=[CH:19][N:18]=3)[CH:11]=2)=[O:8])=[CH:5][CH:4]=1.[NH:25]1[CH2:30][CH2:29][O:28][CH2:27][CH2:26]1>CS(C)=O>[Cl:16][C:13]1[CH:14]=[CH:15][C:10]([NH:9][C:7](=[O:8])[C:6]2[CH:23]=[CH:24][C:3]([CH2:2][N:25]3[CH2:30][CH2:29][O:28][CH2:27][CH2:26]3)=[CH:4][CH:5]=2)=[CH:11][C:12]=1[C:17]1[CH:22]=[CH:21][CH:20]=[CH:19][N:18]=1. Procedure: 4-(bromomethyl)-N-(4-chloro-3-(pyridin-2-yl)phenyl)benzamide (85 mg) was dissolved in DMSO (1 mL) and stirred for 1 h with morpholine. The reaction mixture was concentrated, and the crude residue was purified by reverse phase HPLC to yield N-(4-chloro-3-(pyridin-2-yl)phenyl)-4-(morpholinomethyl)benzamide. MS (Q1) 408.4 (M)+. The reactants are COC(=O)c1ccc(OC(c2cc(-c3ccccc3)oc2C)C2CCOCC2)cc1, CO, Cl, [Li+], C1CCOC1, [OH-], O. Product: Cc1oc(-c2ccccc2)cc1C(Oc1ccc(C(=O)O)cc1)C1CCOCC1. As a reaction SMILES: [CH3:1][c:2]1[o:3][c:4](-[c:25]2[cH:26][cH:27][cH:28][cH:29][cH:30]2)[cH:5][c:6]1[CH:7]([O:8][c:9]1[cH:10][cH:11][c:12]([C:13](=[O:14])[O:15][CH3:16])[cH:17][cH:18]1)[CH:19]1[CH2:20][CH2:21][O:22][CH2:23][CH2:24]1.[CH3:35][OH:36].[ClH:34].[Li+:31].[O:37]1[CH2:38][CH2:39][CH2:40][CH2:41]1.[OH-:32].[OH2:33]>>[CH3:1][c:2]1[o:3][c:4](-[c:25]2[cH:26][cH:27][cH:28][cH:29][cH:30]2)[cH:5][c:6]1[CH:7]([O:8][c:9]1[cH:10][cH:11][c:12]([C:13](=[O:14])[OH:15])[cH:17][cH:18]1)[CH:19]1[CH2:20][CH2:21][O:22][CH2:23][CH2:24]1. Reaction SMILES: [OH-:1].[K+].C([O:5][C:6](=[O:43])[C:7]([CH3:42])([CH3:41])[CH2:8][CH2:9][CH2:10][CH2:11][CH2:12][CH2:13][C:14]([N+]#[C-])(S(C1C=CC(C)=CC=1)(=O)=O)[CH2:15][CH2:16][CH2:17][CH2:18][CH2:19][CH2:20][C:21]([CH3:28])([CH3:27])[C:22]([O:24]CC)=[O:23])C>O.C(O)C>[CH3:41][C:7]([CH3:42])([CH2:8][CH2:9][CH2:10][CH2:11][CH2:12][CH2:13][C:14](=[O:1])[CH2:15][CH2:16][CH2:17][CH2:18][CH2:19][CH2:20][C:21]([CH3:28])([CH3:27])[C:22]([OH:24])=[O:23])[C:6]([OH:5])=[O:43] |f:0.1|. Yield: 57.3%. Procedure details: To a solution of KOH (85%, 8.4 g, 127.3 mmol) in deionized water (3.6 mL) and ethanol (11.5 mL) was added 208i (15.0 g, 25.3 mmol) and the mixture was heated to reflux for 7 h. The reaction mixture was diluted with water (40 mL) and extracted with MTBE (2×30 mL). The aqueous layer was cooled with an ice-bath and the pH was adjusted to 1 by addition of 5 N sulfuric acid (45 mL). The aqueous layer was extracted with MTBE (3×30 mL) and the combined organic layers were washed with brine (50 mL), dri... Solvent: O (water), C(C)O (ethanol), O (water). The reactants are [OH-].[K+] (KOH), C(C)OC(C(CCCCCCC(CCCCCCC(C(=O)OCC)(C)C)(S(=O)(=O)C1=CC=C(C=C1)C)[N+]#[C-])(C)C)=O (9-Isocyano-2,2,16,16-tetramethyl-9-(toluene-4-sulfonyl)-heptadecanedioic acid diethyl ester). Yields the product CC(C(=O)O)(CCCCCCC(CCCCCCC(C(=O)O)(C)C)=O)C (2,2,16,16-Tetramethyl-9-oxoheptadecanedioic acid). Starting materials: O1C(OCC1)CCC=1C(=NC(=CC1)N1CC2=C(C=CC=C2CC1)C(\N=C\1/SC2=C(N1COCC[Si](C)(C)C)C=CC=C2)=O)C(=O)OC(C)(C)C ((Z)-tert-butyl 3-(2-(1,3-dioxolan-2-yl)ethyl)-6-(8-(3-((2-(trimethylsilyl)ethoxy)methyl)benzo[d]thiazol-2(3H)-ylidenecarbamoyl)-3,4-dihydroisoquinolin-2(1H)-yl)picolinate), Cl (HCl). Run in C1CCOC1 (THF). Conditions: temperature 48 celsius. The product is O=CCCC=1C(=NC(=CC1)N1CC2=C(C=CC=C2CC1)C(\N=C\1/SC2=C(N1COCC[Si](C)(C)C)C=CC=C2)=O)C(=O)OC(C)(C)C ((Z)-tert-butyl 3-(3-oxopropyl)-6-(8-(3-((2-(trimethylsilyl)ethoxy)methyl)benzo[d]thiazol-2(3H)-ylidenecarbamoyl)-3,4-dihydroisoquinolin-2(1H)-yl)picolinate). Yield: 79.7%. As a reaction SMILES: [O:1]1CCO[CH:2]1[CH2:6][CH2:7][C:8]1[C:9]([C:44]([O:46][C:47]([CH3:50])([CH3:49])[CH3:48])=[O:45])=[N:10][C:11]([N:14]2[CH2:23][CH2:22][C:21]3[C:16](=[C:17]([C:24](=[O:43])/[N:25]=[C:26]4\[S:27][C:28]5[CH:42]=[CH:41][CH:40]=[CH:39][C:29]=5[N:30]\4[CH2:31][O:32][CH2:33][CH2:34][Si:35]([CH3:38])([CH3:37])[CH3:36])[CH:18]=[CH:19][CH:20]=3)[CH2:15]2)=[CH:12][CH:13]=1.Cl>C1COCC1>[O:1]=[CH:2][CH2:6][CH2:7][C:8]1[C:9]([C:44]([O:46][C:47]([CH3:50])([CH3:49])[CH3:48])=[O:45])=[N:10][C:11]([N:14]2[CH2:23][CH2:22][C:21]3[C:16](=[C:17]([C:24](=[O:43])/[N:25]=[C:26]4\[S:27][C:28]5[CH:42]=[CH:41][CH:40]=[CH:39][C:29]=5[N:30]\4[CH2:31][O:32][CH2:33][CH2:34][Si:35]([CH3:38])([CH3:37])[CH3:36])[CH:18]=[CH:19][CH:20]=3)[CH2:15]2)=[CH:12][CH:13]=1. Procedure details: Compound 94D (1.47 g) was dissolved in THF (30 mL). To this solution was added 5% HCl (10 mL). The reaction mixture was heated at 48° C. for 90 min. After cooling to room temperature, the reaction mixture was quenched with sat. NaHCO3 solution until no more CO2 was released. The solution was concentrated under vacuum. The residue was re-dissolved in EtOAc, and treated with water (100 mL). The organic layer was separated, and the aqueous layer was extracted with additional EtOAc (three times). Th... The reactants are C(C1=CC=CC=C1)N(C1=C(C(=CC=C1)NS(=O)(=O)C)C)CC1=CC=C(OC2=CC=C(C=C2)CCCC(=O)O)C=C1 (4-(4-{4-[(benzyl{2-methyl-3-[(methylsulfonyl)amino]phenyl}amino)methyl]phenoxy}phenyl)butanoic acid), N[C@@H](CC1=CC=CC=C1)C(=O)OC(C)(C)C.Cl (H-Phe-OtBu HCl). Yields the product C(C1=CC=CC=C1)N(C1=C(C(=CC=C1)NS(=O)(=O)C)C)CC1=CC=C(OC2=CC=C(C=C2)CCCC(=O)N[C@@H](CC2=CC=CC=C2)C(=O)O)C=C1 (N-[4-(4-{4-[(benzyl{2-methyl-3-[(methylsulfonyl)amino]phenyl}amino)methyl]phenoxy}phenyl)butanoyl]-L-phenylalanine). RXN SMILES: [CH2:1]([N:8]([CH2:21][C:22]1[CH:40]=[CH:39][C:25]([O:26][C:27]2[CH:32]=[CH:31][C:30]([CH2:33][CH2:34][CH2:35][C:36](O)=[O:37])=[CH:29][CH:28]=2)=[CH:24][CH:23]=1)[C:9]1[CH:14]=[CH:13][CH:12]=[C:11]([NH:15][S:16]([CH3:19])(=[O:18])=[O:17])[C:10]=1[CH3:20])[C:2]1[CH:7]=[CH:6][CH:5]=[CH:4][CH:3]=1.[NH2:41][C@H:42]([C:50]([O:52]C(C)(C)C)=[O:51])[CH2:43][C:44]1[CH:49]=[CH:48][CH:47]=[CH:46][CH:45]=1.Cl>>[CH2:1]([N:8]([CH2:21][C:22]1[CH:23]=[CH:24][C:25]([O:26][C:27]2[CH:28]=[CH:29][C:30]([CH2:33][CH2:34][CH2:35][C:36]([NH:41][C@H:42]([C:50]([OH:52])=[O:51])[CH2:43][C:44]3[CH:45]=[CH:46][CH:47]=[CH:48][CH:49]=3)=[O:37])=[CH:31][CH:32]=2)=[CH:39][CH:40]=1)[C:9]1[CH:14]=[CH:13][CH:12]=[C:11]([NH:15][S:16]([CH3:19])(=[O:17])=[O:18])[C:10]=1[CH3:20])[C:2]1[CH:3]=[CH:4][CH:5]=[CH:6][CH:7]=1 |f:1.2|. Procedure: The product from Example 100 (56 mg, 0.1 mmole) and H-Phe-OtBu HCl (52 mg, 0.2 mmole) were processed as in Example 213A-B to provide the title compound. 1H NMR (500 MHz, DMSO-d6) δ12.22-12.98 (br.s, 1 H), 8.95 (s, 1 H), 8.10 (d, 1 H), 7.22 (m, 12 H), 7.10 (d, 2 H), 7.04 (t, 1 H), 6.96 (m, 2 H), 6.87 (m, 4 H), 4.45 (m, 1 H), 4.06 (s, 2 H), 4.02 (s, 2 H), 3.06 (dd, 1 H), 2.91 (s, 3 H), 2.84 (dd, 1 H), 2.42 (t, 2 H), 2.39 (s, 3 H), 2.06 (m, 2 H), 1.68 (m, 2 H); MS (APCI+) m/z 706 (M+H)+. Starting materials: COC([C@H](CC1CCCCC1)N)=O ((S)-2-amino-3-cyclohexyl-propionic acid methyl ester), C(C)(C)N(C(C)C)CC (N,N-diisopropylethylamine), ice water, C(C)OC(\C=C(/CBr)\OC1=CC(=CC=C1)C(F)(F)F)=O ((E)-4-bromo-3-(3-trifluoromethyl-phenoxy)-but-2-enoic acid ethyl ester). The solvent is CN(C=O)C (N,N-dimethylformamide). Reaction conditions: time 5 minute. Product: COC([C@H](CC1CCCCC1)N1C(C=C(C1)OC1=CC(=CC=C1)C(F)(F)F)=O)=O ((S)-3-cyclohexyl-2-[2-oxo-4-(3-trifluoromethyl-phenoxy)-2,5-dihydro-pyrrol-1-yl]-propionic acid methyl ester). Isolated yield 26.3%. As a reaction SMILES: [CH3:1][O:2][C:3](=[O:13])[C@@H:4]([NH2:12])[CH2:5][CH:6]1[CH2:11][CH2:10][CH2:9][CH2:8][CH2:7]1.C(N(CC)C(C)C)(C)C.C([O:25][C:26](=O)/[CH:27]=[C:28](/[O:31][C:32]1[CH:37]=[CH:36][CH:35]=[C:34]([C:38]([F:41])([F:40])[F:39])[CH:33]=1)\[CH2:29]Br)C>CN(C)C=O>[CH3:1][O:2][C:3](=[O:13])[C@@H:4]([N:12]1[CH2:29][C:28]([O:31][C:32]2[CH:37]=[CH:36][CH:35]=[C:34]([C:38]([F:40])([F:41])[F:39])[CH:33]=2)=[CH:27][C:26]1=[O:25])[CH2:5][CH:6]1[CH2:11][CH2:10][CH2:9][CH2:8][CH2:7]1. Procedure: To a stirred solution of (S)-2-amino-3-cyclohexyl-propionic acid methyl ester (1.16 g, 0.006 mol) in N,N-dimethylformamide (10 mL) was added N,N-diisopropylethylamine (3.65 g, 0.028 mol) slowly at room temperature, under nitrogen. The resulting mixture was stirred for 5 min and then treated with (E)-4-bromo-3-(3-trifluoromethyl-phenoxy)-but-2-enoic acid ethyl ester (2.00 g, 0.006 mol) and the reaction mixture was heated at 110° C.-120° C. for 16 h. After this time, ice water was added and the re... Reactants: C(C1=CC=CC=C1)OC=1C=CC2=C(C(=C(O2)C(C(C)C)NC2=CC=C(C=C2)C(=O)N(CCC(=O)OCC)C)C)C1 (Ethyl 3-[{[4-({1-[5-(benzyloxy)-3-methyl-1-benzofuran-2-yl]-2-methylpropyl}amino)phenyl]carbonyl}(methyl)amino]propanoate), C(C1=CC=CC=C1)OC=1C=CC2=C(C(=C(O2)C(C(C)C)NC2=CC=C(C=C2)C(=O)N(CCC(=O)OCC)C)C)C1 (ethyl 3-[{[4-({1-[5-(benzyloxy)-3-methyl-1-benzofuran-2-yl]-2-methylpropyl}amino)phenyl]carbonyl}(methyl)amino]propanoate), [OH-].[Na+] (sodium hydroxide). Solvent: C(C)O (ethanol). Run at time 0.5 hour. Product: C(C1=CC=CC=C1)OC=1C=CC2=C(C(=C(O2)C(C(C)C)NC2=CC=C(C=C2)C(=O)N(CCC(=O)O)C)C)C1 (3-[{[4-({1-[5-(benzyloxy)-3-methyl-1-benzofuran-2-yl]-2-methylpropyl}amino)phenyl]carbonyl}(methyl)amino]propanoic acid). The yield is 77.7%. RXN SMILES: [CH2:1]([O:8][C:9]1[CH:10]=[CH:11][C:12]2[O:16][C:15]([CH:17]([NH:21][C:22]3[CH:27]=[CH:26][C:25]([C:28]([N:30]([CH3:38])[CH2:31][CH2:32][C:33]([O:35]CC)=[O:34])=[O:29])=[CH:24][CH:23]=3)[CH:18]([CH3:20])[CH3:19])=[C:14]([CH3:39])[C:13]=2[CH:40]=1)[C:2]1[CH:7]=[CH:6][CH:5]=[CH:4][CH:3]=1.[OH-].[Na+]>C(O)C>[CH2:1]([O:8][C:9]1[CH:10]=[CH:11][C:12]2[O:16][C:15]([CH:17]([NH:21][C:22]3[CH:23]=[CH:24][C:25]([C:28]([N:30]([CH3:38])[CH2:31][CH2:32][C:33]([OH:35])=[O:34])=[O:29])=[CH:26][CH:27]=3)[CH:18]([CH3:19])[CH3:20])=[C:14]([CH3:39])[C:13]=2[CH:40]=1)[C:2]1[CH:3]=[CH:4][CH:5]=[CH:6][CH:7]=1 |f:1.2|. Procedure details: Ethyl 3-[{[4-({1-[5-(benzyloxy)-3-methyl-1-benzofuran-2-yl]-2-methylpropyl}amino)phenyl]carbonyl}(methyl)amino]propanoate (0.38 g) synthesized in the above-mentioned (3) was dissolved in ethanol (5 mL), 1N aqueous sodium hydroxide solution (1.5 mL) was added at room temperature, and the mixture was stirred at room temperature for 0.5 hr. Ethanol was evaporated under reduced pressure, 1N hydrochloric acid (1.5 mL) was added to the residue, and the mixture was extracted with ethyl acetate. The ext... Starting materials: [N+](=O)([O-])C=1C=NNC1 (4-nitro-1H-pyrazole), [H-].[Na+] (sodium hydride), BrCC1CC1 (bromomethylcyclopropane). Run in O (water), CN(C=O)C (N,N-dimethylformamide). Conditions: time 4 hour. Yields the product C1(CC1)CN1N=CC(=C1)[N+](=O)[O-] (1-(cyclopropylmethyl)-4-nitro-1H-pyrazole). Yield: 98.8%. RXN SMILES: [N+:1]([C:4]1[CH:5]=[N:6][NH:7][CH:8]=1)([O-:3])=[O:2].[H-].[Na+].Br[CH2:12][CH:13]1[CH2:15][CH2:14]1>CN(C)C=O.O>[CH:13]1([CH2:12][N:6]2[CH:5]=[C:4]([N+:1]([O-:3])=[O:2])[CH:8]=[N:7]2)[CH2:15][CH2:14]1 |f:1.2|. Procedure: To a solution of 4-nitro-1H-pyrazole (5.05 g, 44.7 mmol) in N,N-dimethylformamide (250 mL) was added sodium hydride (2.7 g, 68 mmol, 60% mineral oil suspension) at 0° C. in portions and then followed by bromomethylcyclopropane (6.5 mL, 67 mmol) dropwise at same temperature. The mixture was stirred at room temperature for 4 h and diluted with water (300 mL) and extracted with EtOAc (300 mL×3). The combined organic phases were washed with brine (500 mL), dried over anhydrous Na2SO4, filtered and c... The reactants are CCOC(C)=O, CCOC(C)=O, CCCCCC, Cl, CC(C)(C)OC(=O)N1c2ccccc2CC1C(=O)Nc1ccc(-c2ccncc2)cc1. RXN SMILES: [C:32]([O:33][CH2:34][CH3:35])(=[O:36])[CH3:37].[CH3:39][CH2:40][O:41][C:42](=[O:43])[CH3:44].[CH3:45][CH2:46][CH2:47][CH2:48][CH2:49][CH3:50].[ClH:38].[n:1]1[cH:2][cH:3][c:4](-[c:7]2[cH:8][cH:9][c:10]([NH:13][C:14](=[O:15])[CH:16]3[N:17]([C:25]([O:26][C:27]([CH3:28])([CH3:29])[CH3:30])=[O:31])[c:18]4[cH:19][cH:20][cH:21][cH:22][c:23]4[CH2:24]3)[cH:11][cH:12]2)[cH:5][cH:6]1>>[n:1]1[cH:2][cH:3][c:4](-[c:7]2[cH:8][cH:9][c:10]([NH:13][C:14](=[O:15])[CH:16]3[NH:17][c:18]4[cH:19][cH:20][cH:21][cH:22][c:23]4[CH2:24]3)[cH:11][cH:12]2)[cH:5][cH:6]1. Product: O=C(Nc1ccc(-c2ccncc2)cc1)C1Cc2ccccc2N1.